From a dataset of the Open Reaction Database (ORD), a public repository of structured organic reaction records. describe an organic reaction: reactants, conditions, products, and yield The reactants are OCCBr, O=C([O-])[O-], COc1cc2nc[nH]c(=O)c2cc1OC, CC(C)=O, [K+], [K+], O=c1ncc2ccccc2[nH]1. The product is COc1cc2ncn(CCO)c(=O)c2cc1OC. As a reaction SMILES: [Br:27][CH2:28][CH2:29][OH:30].[C:31](=[O:32])([O-:33])[O-:34].[CH3:1][O:2][c:3]1[cH:4][c:5]2[c:6](=[O:15])[nH:7][cH:8][n:9][c:10]2[cH:11][c:12]1[O:13][CH3:14].[CH3:37][C:38](=[O:39])[CH3:40].[K+:35].[K+:36].[nH:16]1[c:17]2[c:18]([cH:19][cH:20][cH:21][cH:22]2)[cH:23][n:24][c:25]1=[O:26]>>[CH3:1][O:2][c:3]1[cH:4][c:5]2[c:6](=[O:15])[n:7]([CH2:28][CH2:29][OH:30])[cH:8][n:9][c:10]2[cH:11][c:12]1[O:13][CH3:14]. As a reaction SMILES: F[B-](F)(F)F.[O:6]=[N+:7]=[O:8].[S:9]1[C:13]([C:14]2[CH:19]=[CH:18][N:17]=[C:16]([S:20]([CH3:23])(=[O:22])=[O:21])[N:15]=2)=[CH:12][C:11]2[CH:24]=[CH:25][CH:26]=[CH:27][C:10]1=2>C(#N)C>[CH3:23][S:20]([C:16]1[N:15]=[C:14]([C:13]2[S:9][C:10]3[CH:27]=[CH:26][CH:25]=[CH:24][C:11]=3[C:12]=2[N+:7]([O-:8])=[O:6])[CH:19]=[CH:18][N:17]=1)(=[O:21])=[O:22] |f:0.1|. Run in C(C)#N (acetonitrile). Yield: 60.7%. Starting materials: F[B-](F)(F)F.O=[N+]=O (Nitronium tetrafluoroborate), S1C2=C(C=C1C1=NC(=NC=C1)S(=O)(=O)C)C=CC=C2 (4-(benzo[b]thiophen-2-yl)-2-(methylsulfonyl)pyrimidine). The product is CS(=O)(=O)C1=NC=CC(=N1)C1=C(C2=C(S1)C=CC=C2)[N+](=O)[O-] (2-(Methylsulfonyl)-4-(3-nitrobenzo[b]thiophen-2-yl)pyrimidine). Procedure details: Nitronium tetrafluoroborate (3.4 mL, 0.5 M in sulfolane, 1.72 mmol) was slowly added at 0° C. to a suspension of 4-(benzo[b]thiophen-2-yl)-2-(methylsulfonyl)pyrimidine (0.50 g, 1.72 mmol) in acetonitrile (10 mL). The resulting mixture was stirred at rt for 14 h and concentrated in vacuo. The product was purified by flash chromatography eluting with ethyl acetate/hexane (1:3) to afford the title compound (0.35 g, 57%). MS (M+H)+ 336. Reaction conditions: time 14 hour. Reactants: BrC=1C(=NC=CC1)CC1(C(N(C2=CC=C(C=C12)C)CCC(C)C)=O)O (3-((3-bromopyridin-2-yl)methyl)-3-hydroxy-1-isopentyl-5-methylindolin-2-one), ClC=1C=C2C(C(N(C2=CC1)CC)=O)=O (5-chloro-1-ethylindoline-2,3-dione), COC=1C(=NC=CC1)C (3-methoxy-2-methylpyridine). Yields the product ClC=1C=C2C(C(N(C2=CC1)CC)=O)(CC1=NC=CC=C1OC)O (5-chloro-1-ethyl-3-hydroxy-3-((3-methoxypyridin-2-yl)methyl)indolin-2-one). Reaction SMILES: BrC1C(CC2(O)C3C(=CC=C(C)C=3)N(CCC(C)C)C2=O)=NC=CC=1.[Cl:26][C:27]1[CH:28]=[C:29]2[C:33](=[CH:34][CH:35]=1)[N:32]([CH2:36][CH3:37])[C:31](=[O:38])[C:30]2=[O:39].[CH3:40][O:41][C:42]1[C:43]([CH3:48])=[N:44][CH:45]=[CH:46][CH:47]=1>>[Cl:26][C:27]1[CH:28]=[C:29]2[C:33](=[CH:34][CH:35]=1)[N:32]([CH2:36][CH3:37])[C:31](=[O:38])[C:30]2([OH:39])[CH2:48][C:43]1[C:42]([O:41][CH3:40])=[CH:47][CH:46]=[CH:45][N:44]=1. Procedure: This compound was prepared in an analogous manner to 3-((3-bromopyridin-2-yl)methyl)-3-hydroxy-1-isopentyl-5-methylindolin-2-one using 5-chloro-1-ethylindoline-2,3-dione and 3-methoxy-2-methylpyridine. 1H-NMR δ 8.21 (s, 1H), 7.5 (bs, OH), 7.26 (m, 3H), 6.99 (s, 1H), 6.78 (d, 1H), 3.77 (s, 3H), 3.76 (m, 2H), 3.45 (d, 1H), 3.19 (d, 1H), 1.27 (t, 3H). Calculated mass for C17H17ClN2O3, 332.09. Observed, 333.1 (M+1). Yields the product N1=C(C=NC=C1)C=1N=C(C2=C(N1)SC(=C2)C)NCC2=CC(=C(C=C2)Cl)Cl (2-(pyrazin-2-yl)-4-(3,4-dichlorobenzylamino)-6-methyl-thieno-[2,3-d]-pyrimidine). Reactants: ClC=1C=C(CN)C=CC1Cl (3,4-dichlorobenzylamine), ClC=1C2=C(N=C(N1)C1=NC=CN=C1)SC(=C2)C (4-chloro-2-(pyrazin-2-yl)-6-methyl-thieno-[2,3-d]-pyrimidine). RXN SMILES: [Cl:1][C:2]1[CH:3]=[C:4]([CH:7]=[CH:8][C:9]=1[Cl:10])[CH2:5][NH2:6].Cl[C:12]1[C:13]2[CH:26]=[C:25]([CH3:27])[S:24][C:14]=2[N:15]=[C:16]([C:18]2[CH:23]=[N:22][CH:21]=[CH:20][N:19]=2)[N:17]=1>>[N:19]1[CH:20]=[CH:21][N:22]=[CH:23][C:18]=1[C:16]1[N:17]=[C:12]([NH:6][CH2:5][C:4]2[CH:7]=[CH:8][C:9]([Cl:10])=[C:2]([Cl:1])[CH:3]=2)[C:13]2[CH:26]=[C:25]([CH3:27])[S:24][C:14]=2[N:15]=1. Procedure: With the procedure of Example 1, the reaction of 3,4-dichlorobenzylamine with 4-chloro-2-(pyrazin-2-yl)-6-methyl-thieno-[2,3-d]-pyrimidine yields 2-(pyrazin-2-yl)-4-(3,4-dichlorobenzylamino)-6-methyl-thieno-[2,3-d]-pyrimidine. The reactants are COC(NC=1N=C2N(N=CC(=C2)C2=CC(=CC=C2)C(NC)=O)C1)=O ([7-(3-Methylcarbamoyl-phenyl)-imidazo-[1,2-b]-pyridazin-2-yl]-carbamic acid methyl ester), C1CC(=O)N(C1=O)Br (NBS). Solvent: CN(C)C=O (DMF), CCOC(=O)C (EtOAc). Reaction conditions: temperature 0 celsius, time 1 hour. The product is COC(NC=1N=C2N(N=CC(=C2)C2=CC(=CC=C2)C(NC)=O)C1Br)=O ([3-Bromo-7-(3-Methylcarbamoyl-phenyl)-imidazo-[1,2-b]-pyridazin-2-yl]-carbamic acid methyl ester). As a reaction SMILES: [CH3:1][O:2][C:3](=[O:24])[NH:4][C:5]1[N:6]=[C:7]2[CH:12]=[C:11]([C:13]3[CH:18]=[CH:17][CH:16]=[C:15]([C:19](=[O:22])[NH:20][CH3:21])[CH:14]=3)[CH:10]=[N:9][N:8]2[CH:23]=1.C1C(=O)N([Br:32])C(=O)C1>CN(C=O)C.CCOC(C)=O>[CH3:1][O:2][C:3](=[O:24])[NH:4][C:5]1[N:6]=[C:7]2[CH:12]=[C:11]([C:13]3[CH:18]=[CH:17][CH:16]=[C:15]([C:19](=[O:22])[NH:20][CH3:21])[CH:14]=3)[CH:10]=[N:9][N:8]2[C:23]=1[Br:32]. Procedure details: [7-(3-Methylcarbamoyl-phenyl)-imidazo-[1,2-b]-pyridazin-2-yl]-carbamic acid methyl ester (1 eq, 0.167 mmol, 55 mg) is dissolved in DMF (1 ml) at 0° C. and NBS (1.1 eq, 0.184 mmol, 33.8 mg) is added. The reaction mixture is stirred for 1 h at 0° C. and then is diluted with EtOAc. The reaction is washed with NaHCO3 and brine, dried over MgSO4, filtered and evaporated to yield [3-Bromo-7-(3-Methylcarbamoyl-phenyl)-imidazo-[1,2-b]-pyridazin-2-yl]-carbamic acid methyl ester as a brown solid which did... Reactants: O1CCCC1 (tetrahydrofuran), N1C=CC=2C1=NC=C(C2)OC2=C(C(=O)NS(=O)(=O)C1=CC(=C(C=C1)N)C#N)C=CC(=C2)N2CCN(CC2)CC2=C(CC(CC2)(C)C)C2=CC=C(C=C2)Cl (2-(1H-pyrrolo[2,3-b]pyridin-5-yloxy)-N-(4-amino-3-cyanophenylsulfonyl)-4-(4-((2-(4-chlorophenyl)-4,4-dimethylcyclohex-1-enyl)methyl)piperazin-1-yl)benzamide), O1CCCC1 (tetrahydrofuran), OO (hydrogen peroxide), [OH-].[Na+] (sodium hydroxide). The solvent is C(C)O (ethanol). Run at temperature 45 celsius. Yields the product N1C=CC=2C1=NC=C(C2)OC2=C(C(=O)NS(=O)(=O)C1=CC(=C(C=C1)N)C(N)=O)C=CC(=C2)N2CCN(CC2)CC2=C(CC(CC2)(C)C)C2=CC=C(C=C2)Cl (2-(1H-pyrrolo[2,3-b]pyridin-5-yloxy)-N-(4-amino-3-carbamoylphenylsulfonyl)-4-(4-((2-(4-chlorophenyl)-4,4-dimethylcyclohex-1-enyl)methyl)piperazin-1-yl)benzamide). As a reaction SMILES: [NH:1]1[C:5]2=[N:6][CH:7]=[C:8]([O:10][C:11]3[CH:31]=[C:30]([N:32]4[CH2:37][CH2:36][N:35]([CH2:38][C:39]5[CH2:44][CH2:43][C:42]([CH3:46])([CH3:45])[CH2:41][C:40]=5[C:47]5[CH:52]=[CH:51][C:50]([Cl:53])=[CH:49][CH:48]=5)[CH2:34][CH2:33]4)[CH:29]=[CH:28][C:12]=3[C:13]([NH:15][S:16]([C:19]3[CH:24]=[CH:23][C:22]([NH2:25])=[C:21]([C:26]#[N:27])[CH:20]=3)(=[O:18])=[O:17])=[O:14])[CH:9]=[C:4]2[CH:3]=[CH:2]1.[O:54]1CCCC1.OO.[OH-].[Na+]>C(O)C>[NH:1]1[C:5]2=[N:6][CH:7]=[C:8]([O:10][C:11]3[CH:31]=[C:30]([N:32]4[CH2:33][CH2:34][N:35]([CH2:38][C:39]5[CH2:44][CH2:43][C:42]([CH3:46])([CH3:45])[CH2:41][C:40]=5[C:47]5[CH:48]=[CH:49][C:50]([Cl:53])=[CH:51][CH:52]=5)[CH2:36][CH2:37]4)[CH:29]=[CH:28][C:12]=3[C:13]([NH:15][S:16]([C:19]3[CH:24]=[CH:23][C:22]([NH2:25])=[C:21]([C:26](=[O:54])[NH2:27])[CH:20]=3)(=[O:17])=[O:18])=[O:14])[CH:9]=[C:4]2[CH:3]=[CH:2]1 |f:3.4|. Procedure details: To a solution of EXAMPLE 70B (90 mg) in ethanol (2 mL) was added tetrahydrofuran (2 mL), hydrogen peroxide (30%, 1 mL) and 1M sodium hydroxide solution (0.48 mL), followed by an additional 2 mL of tetrahydrofuran. The reaction was heated to 45° C. for 30 minutes, cooled, and then quenched with 5% HCl solution and extracted twice with dichloromethane. The extracts were combined and concentrated to obtain the product. Starting materials: C(C1=CC=CC=C1)O[C@H]1C(O[C@@H]([C@H]([C@@H]1OCC1=CC=CC=C1)OCC1=CC=CC=C1)COCC1=CC=CC=C1)(O)C1=CC(=C(C=C1)Cl)CO[Si](C(C)C)(C(C)C)C(C)C ((3R,4S,5R,6R)-3,4,5-Tris(benzyloxy)-6-(benzyloxymethyl)-2-(4-chloro-3-((triisopropylsilyloxy)methyl)phenyl)-tetrahydro-2H-pyran-2-ol), C(C)[SiH](CC)CC (triethylsilane), B(F)(F)F.CCOCC (boron trifluoride diethyl etherate). Solvent: ClCCl (dichloromethane). Reaction conditions: temperature -10 celsius. Yields the product ClC1=C(CO[Si](C(C)C)(C(C)C)C(C)C)C=C(C=C1)C1O[C@@H]([C@H]([C@@H]([C@H]1OCC1=CC=CC=C1)OCC1=CC=CC=C1)OCC1=CC=CC=C1)COCC1=CC=CC=C1 ((2-Chloro-5-((3S,4R,5R,6R)-3,4,5-tris(benzyloxy)-6-(benzyloxymethyl)-tetrahydro-2H-pyran-2-yl)benzyloxy)triisopropylsilane). RXN SMILES: [CH2:1]([O:8][C@@H:9]1[C@@H:14]([O:15][CH2:16][C:17]2[CH:22]=[CH:21][CH:20]=[CH:19][CH:18]=2)[C@H:13]([O:23][CH2:24][C:25]2[CH:30]=[CH:29][CH:28]=[CH:27][CH:26]=2)[C@@H:12]([CH2:31][O:32][CH2:33][C:34]2[CH:39]=[CH:38][CH:37]=[CH:36][CH:35]=2)[O:11][C:10]1([C:41]1[CH:46]=[CH:45][C:44]([Cl:47])=[C:43]([CH2:48][O:49][Si:50]([CH:57]([CH3:59])[CH3:58])([CH:54]([CH3:56])[CH3:55])[CH:51]([CH3:53])[CH3:52])[CH:42]=1)O)[C:2]1[CH:7]=[CH:6][CH:5]=[CH:4][CH:3]=1.C([SiH](CC)CC)C.B(F)(F)F.CCOCC>ClCCl>[Cl:47][C:44]1[CH:45]=[CH:46][C:41]([CH:10]2[C@H:9]([O:8][CH2:1][C:2]3[CH:7]=[CH:6][CH:5]=[CH:4][CH:3]=3)[C@@H:14]([O:15][CH2:16][C:17]3[CH:18]=[CH:19][CH:20]=[CH:21][CH:22]=3)[C@H:13]([O:23][CH2:24][C:25]3[CH:26]=[CH:27][CH:28]=[CH:29][CH:30]=3)[C@@H:12]([CH2:31][O:32][CH2:33][C:34]3[CH:35]=[CH:36][CH:37]=[CH:38][CH:39]=3)[O:11]2)=[CH:42][C:43]=1[CH2:48][O:49][Si:50]([CH:57]([CH3:59])[CH3:58])([CH:51]([CH3:53])[CH3:52])[CH:54]([CH3:56])[CH3:55] |f:2.3|. Reported procedure: To a stirred −50° C. solution of (3R,4S,5R,6R)-3,4,5-tris(benzyloxy)-6-(benzyloxymethyl)-2-(4-chloro-3-((triisopropylsilyloxy)methyl)phenyl)tetra-hydro-2H-pyran-2-ol (198 mmol) from Step 4 in dichloromethane (500 mL) was added triethylsilane (63 mL, 396 mmol) followed by boron trifluoride diethyl etherate (50 mL, 396 mmol) at a rate such that the reaction temperature was maintained between −40 and −50° C. The solution was allowed to warm to −10° C. over 2 h prior to quenching with saturated pota... Reactants: C(C)OC=C(C=CC#N)C#N (ethoxymethylene-glutacononitrile), Cl (HCl). Solvent: C(C)(=O)O (acetic acid). Reaction conditions: time 8 hour. Yields the product ClC1=NC=C(C=C1)C#N (2-chloro-5-cyanopyridine). As a reaction SMILES: C(O[CH:4]=[C:5]([C:10]#[N:11])[CH:6]=[CH:7][C:8]#[N:9])C.[ClH:12]>C(O)(=O)C>[Cl:12][C:8]1[CH:7]=[CH:6][C:5]([C:10]#[N:11])=[CH:4][N:9]=1. Procedure: A solution of 30 g of ethoxymethylene-glutacononitrile in 300 ml of glacial acetic acid was cooled to 0° C. and saturated with HCl gas. The mixture was allowed to rise to room temperature and left to stand overnight. It was concentrated and the residue was stirred together with 70 ml of water and neutralized with NaHCO3 solution. After being filtered off and recrystallized from ethanol, 2-chloro-5-cyanopyridine was obtained in 73.5% of the theoretical yield. The reactants are CN1CCCC1=O, Nc1nc2ccccc2c2ccc(Cl)nc12, [F-], [K+], C1COCCOCCOCCOCCOCCO1. Product: Nc1nc2ccccc2c2ccc(F)nc12. As a reaction SMILES: [CH3:37][N:38]1[CH2:39][CH2:40][CH2:41][C:42]1=[O:43].[Cl:1][c:2]1[n:3][c:4]2[c:5]([NH2:16])[n:6][c:7]3[c:8]([c:9]2[cH:10][cH:11]1)[cH:12][cH:13][cH:14][cH:15]3.[F-:17].[K+:18].[O:19]1[CH2:20][CH2:21][O:22][CH2:23][CH2:24][O:25][CH2:26][CH2:27][O:28][CH2:29][CH2:30][O:31][CH2:32][CH2:33][O:34][CH2:35][CH2:36]1>>[c:2]1([F:17])[n:3][c:4]2[c:5]([NH2:16])[n:6][c:7]3[c:8]([c:9]2[cH:10][cH:11]1)[cH:12][cH:13][cH:14][cH:15]3. Yields the product CN1CCC(CC1)OC=1C=CC(=C(C(=O)NC=2C=NC=CC2)C1)OCC1=CC=CC=C1 (5-[(1-Methyl-4-piperidinyl)oxy]-2-[(phenylmethyl)oxy]-N-3-pyridinylbenzamide). The solvent is C1(=CC=CC=C1)C (toluene), C1(=CC=CC=C1)C (toluene). Procedure details: A solution of DIAD (0.30 ml, 1.56 mmol) in toluene (1 ml) was added dropwise to a solution of 5-hydroxy-2-[(phenylmethyl)oxy]-N-3-pyridinylbenzamide (may be prepared as described in Example 29; 200 mg, 0.624 mmol), 1-methyl-4-piperidinol (79 mg, 0.687 mmol) and Ph3P (409 mg, 1.561 mmol) in toluene under nitrogen at 0° C. The reaction mixture was stirred at 115° C. overnight. The mixture was then cooled and concentrated. The residue was added to water and extracted with ethyl acetate (3×60 ml). T... RXN SMILES: CC(OC(/N=N/C(OC(C)C)=O)=O)C.[OH:15][C:16]1[CH:17]=[CH:18][C:19]([O:31][CH2:32][C:33]2[CH:38]=[CH:37][CH:36]=[CH:35][CH:34]=2)=[C:20]([CH:30]=1)[C:21]([NH:23][C:24]1[CH:25]=[N:26][CH:27]=[CH:28][CH:29]=1)=[O:22].[CH3:39][N:40]1[CH2:45][CH2:44][CH:43](O)[CH2:42][CH2:41]1.C1C=CC(P(C2C=CC=CC=2)C2C=CC=CC=2)=CC=1>C1(C)C=CC=CC=1>[CH3:39][N:40]1[CH2:45][CH2:44][CH:43]([O:15][C:16]2[CH:17]=[CH:18][C:19]([O:31][CH2:32][C:33]3[CH:34]=[CH:35][CH:36]=[CH:37][CH:38]=3)=[C:20]([CH:30]=2)[C:21]([NH:23][C:24]2[CH:25]=[N:26][CH:27]=[CH:28][CH:29]=2)=[O:22])[CH2:42][CH2:41]1. Conditions: temperature 115 celsius, time 8 hour. Starting materials: CC(C)OC(=O)/N=N/C(=O)OC(C)C (DIAD), OC=1C=CC(=C(C(=O)NC=2C=NC=CC2)C1)OCC1=CC=CC=C1 (5-Hydroxy-2-[(phenylmethyl)oxy]-N-3-pyridinylbenzamide), CN1CCC(CC1)O (1-methyl-4-piperidinol), C1=CC=C(C=C1)P(C2=CC=CC=C2)C3=CC=CC=C3 (Ph3P).